From a dataset of the Open Reaction Database (ORD), a public repository of structured organic reaction records. describe an organic reaction: reactants, conditions, products, and yield Starting materials: IC (Iodomethane), BrC1=C(C(=CC(=C1)C1=C2C=CC=CC2=C(C2=C1C1=C(S2)C=CC=C1)Br)Br)O (2,6-dibromo-4-(6-bromo-benzo[b]naphtho[2,3-d]thiophen-11-yl)-phenol), [K] (potassium), CN(C)C=O (DMF). The solvent is O (water). Conditions: time 3 hour. The product is BrC=1C=C(C=C(C1OC)Br)C1=C2C=CC=CC2=CC2=C1C1=C(S2)C=CC=C1 (11-(3,5-dibromo-4-methoxy-phenyl)-benzo[b]naphtho[2,3-d]thiophene). Isolated yield 91.0%. Reaction SMILES: IC.[Br:3][C:4]1[CH:9]=[C:8]([C:10]2[C:19]3[C:20]4[CH:26]=[CH:25][CH:24]=[CH:23][C:21]=4[S:22][C:18]=3[C:17](Br)=[C:16]3[C:11]=2[CH:12]=[CH:13][CH:14]=[CH:15]3)[CH:7]=[C:6]([Br:28])[C:5]=1[OH:29].[K].[CH3:31]N(C=O)C>O>[Br:3][C:4]1[CH:9]=[C:8]([C:10]2[C:19]3[C:20]4[CH:26]=[CH:25][CH:24]=[CH:23][C:21]=4[S:22][C:18]=3[CH:17]=[C:16]3[C:11]=2[CH:12]=[CH:13][CH:14]=[CH:15]3)[CH:7]=[C:6]([Br:28])[C:5]=1[O:29][CH3:31] |^1:29|. Procedure: Iodomethane (0.383 mL, 6.16.mmol) was added to a stirred suspension of 2,6-dibromo-4-(6-bromo-benzo[b]naphtho[2,3-d]thiophen-11-yl)-phenol (2.13 g, 4.4 mmol), potassium carbobnate (0.669 g, 4.34 mmol) and DMF (15 mL) at room temperature under a dry nitrogen atmosphere. After 3 h, the reaction mixture was diluted with water and the resulting solid was filtered and washed with water. The solid was taken up in dichloromethane and silica gel (40 mL) was added. The solvent was removed and the adsorba... Reactants: Cn1cnc2c(C#N)nc(-c3ccc(CCCBr)c(C(F)(F)F)c3)cc21, O=C1CNCCN1, CN(C)C=O. Product: Cn1cnc2c(C#N)nc(-c3ccc(CCCN4CCNC(=O)C4)c(C(F)(F)F)c3)cc21. Reaction SMILES: [Br:1][CH2:2][CH2:3][CH2:4][c:5]1[c:6]([C:23]([F:24])([F:25])[F:26])[cH:7][c:8](-[c:11]2[cH:12][c:13]3[c:14]([c:15]([C:17]#[N:18])[n:16]2)[n:19][cH:20][n:21]3[CH3:22])[cH:9][cH:10]1.[O:27]=[C:28]1[NH:29][CH2:30][CH2:31][NH:32][CH2:33]1.[O:34]=[CH:35][N:36]([CH3:37])[CH3:38]>>[CH2:2]([CH2:3][CH2:4][c:5]1[c:6]([C:23]([F:24])([F:25])[F:26])[cH:7][c:8](-[c:11]2[cH:12][c:13]3[c:14]([c:15]([C:17]#[N:18])[n:16]2)[n:19][cH:20][n:21]3[CH3:22])[cH:9][cH:10]1)[N:32]1[CH2:31][CH2:30][NH:29][C:28](=[O:27])[CH2:33]1. Starting materials: CCOC(=O)COc1ccc(Sc2ccc(COc3ccc(C(F)(F)F)cc3)cc2Cl)cc1C, CCO, Cl, [Na+], [OH-]. Yields the product Cc1cc(Sc2ccc(COc3ccc(C(F)(F)F)cc3)cc2Cl)ccc1OCC(=O)O. As a reaction SMILES: [CH2:1]([CH3:2])[O:3][C:4]([CH2:5][O:6][c:7]1[c:8]([CH3:33])[cH:9][c:10]([S:13][c:14]2[c:15]([Cl:32])[cH:16][c:17]([CH2:20][O:21][c:22]3[cH:23][cH:24][c:25]([C:28]([F:29])([F:30])[F:31])[cH:26][cH:27]3)[cH:18][cH:19]2)[cH:11][cH:12]1)=[O:34].[CH3:38][CH2:39][OH:40].[ClH:37].[Na+:36].[OH-:35]>>[O:3]=[C:4]([CH2:5][O:6][c:7]1[c:8]([CH3:33])[cH:9][c:10]([S:13][c:14]2[c:15]([Cl:32])[cH:16][c:17]([CH2:20][O:21][c:22]3[cH:23][cH:24][c:25]([C:28]([F:29])([F:30])[F:31])[cH:26][cH:27]3)[cH:18][cH:19]2)[cH:11][cH:12]1)[OH:34]. Reaction SMILES: [CH2:27]([CH3:28])[O:29][C:30](=[O:31])[CH:32]1[CH2:33][CH2:34][C:35](=[O:38])[CH2:36][CH2:37]1.[NH:1]1[CH2:2][CH:3]([NH:5][C:6]([CH2:7][NH:8][c:9]2[n:10][n:11]([S:22](=[O:23])(=[O:24])[CH3:25])[c:12]3[cH:13][cH:14][c:15]([C:18]([F:19])([F:20])[F:21])[cH:16][c:17]23)=[O:26])[CH2:4]1>>[N:1]1([CH:35]2[CH2:34][CH2:33][CH:32]([C:30]([O:29][CH2:27][CH3:28])=[O:31])[CH2:37][CH2:36]2)[CH2:2][CH:3]([NH:5][C:6]([CH2:7][NH:8][c:9]2[n:10][n:11]([S:22](=[O:23])(=[O:24])[CH3:25])[c:12]3[cH:13][cH:14][c:15]([C:18]([F:19])([F:20])[F:21])[cH:16][c:17]23)=[O:26])[CH2:4]1. Product: CCOC(=O)C1CCC(N2CC(NC(=O)CNc3nn(S(C)(=O)=O)c4ccc(C(F)(F)F)cc34)C2)CC1. Reactants: CCOC(=O)C1CCC(=O)CC1, CS(=O)(=O)n1nc(NCC(=O)NC2CNC2)c2cc(C(F)(F)F)ccc21. Reactants: CCOC(=O)c1ccc2[nH]c(-c3cc(C)cc(C)c3)c(CCNCCCCc3ccncc3)c2c1, ClCCl, CCN(C(C)C)C(C)C, O=C(Cl)OCc1ccccc1. Product: CCOC(=O)c1ccc2[nH]c(-c3cc(C)cc(C)c3)c(CCN(CCCCc3ccncc3)C(=O)OCc3ccccc3)c2c1. As a reaction SMILES: [CH2:1]([CH3:2])[O:3][C:4](=[O:5])[c:6]1[cH:7][c:8]2[c:9]([CH2:23][CH2:24][NH:25][CH2:26][CH2:27][CH2:28][CH2:29][c:30]3[cH:31][cH:32][n:33][cH:34][cH:35]3)[c:10](-[c:15]3[cH:16][c:17]([CH3:22])[cH:18][c:19]([CH3:21])[cH:20]3)[nH:11][c:12]2[cH:13][cH:14]1.[CH2:56]([Cl:57])[Cl:58].[CH:36]([N:37]([CH2:38][CH3:39])[CH:40]([CH3:41])[CH3:42])([CH3:43])[CH3:44].[Cl:45][C:46](=[O:47])[O:48][CH2:49][c:50]1[cH:51][cH:52][cH:53][cH:54][cH:55]1>>[CH2:1]([CH3:2])[O:3][C:4](=[O:5])[c:6]1[cH:7][c:8]2[c:9]([CH2:23][CH2:24][N:25]([CH2:26][CH2:27][CH2:28][CH2:29][c:30]3[cH:31][cH:32][n:33][cH:34][cH:35]3)[C:46](=[O:47])[O:48][CH2:49][c:50]3[cH:51][cH:52][cH:53][cH:54][cH:55]3)[c:10](-[c:15]3[cH:16][c:17]([CH3:22])[cH:18][c:19]([CH3:21])[cH:20]3)[nH:11][c:12]2[cH:13][cH:14]1. Reactants: ClC1=CC=C(C=C1)S(=O)(=O)ON1N=NC2=C1C=C(C=C2)Cl (1-(p-chlorobenzenesulfonyloxy)-6-chloro-1,2,3-benzotriazole), N1(N=NN=C1)CC(=O)O (Tetrazole-1-acetic acid), C(C1=CC=CC=C1)O (benzyl alcohol), N1=CC=CC=C1 (pyridine). The solvent is C(C)(=O)OCC (ethyl acetate), O (water), C(#N)C (cyanomethane). Conditions: time 8 hour. Product: N1(N=NN=C1)CC(=O)OCC1=CC=CC=C1 (benzyl tetrazole-1-acetate). The yield is 74.8%. Reaction SMILES: [N:1]1([CH2:6][C:7]([OH:9])=[O:8])[CH:5]=[N:4][N:3]=[N:2]1.[CH2:10](O)[C:11]1[CH:16]=[CH:15][CH:14]=[CH:13][CH:12]=1.N1C=CC=CC=1.ClC1C=CC(S(ON2C3C=C(Cl)C=CC=3N=N2)(=O)=O)=CC=1>C(C)#N.C(OCC)(=O)C.O>[N:1]1([CH2:6][C:7]([O:9][CH2:10][C:11]2[CH:16]=[CH:15][CH:14]=[CH:13][CH:12]=2)=[O:8])[CH:5]=[N:4][N:3]=[N:2]1. Procedure: Tetrazole-1-acetic acid (0.64 g), benzyl alcohol (0.65 g) and pyridine (0.80 ml) are dissolved in dry cyanomethane (10 ml) and thereto is added 1-(p-chlorobenzenesulfonyloxy)-6-chloro-1,2,3-benzotriazole (1.72 g) under ice-cooling. After allowing to stand overnight, to the mixture are added water and ethyl acetate. The ethyl acetate layer is washed, dried and concentrated. The precipitated crystals are washed well with ether-petroleum ether to give benzyl tetrazole-1-acetate (815 mg), melting po...